From a dataset of the Open Reaction Database (ORD), a public repository of structured organic reaction records. describe an organic reaction: reactants, conditions, products, and yield Starting materials: C(CCC)NC1=CC=CC=C1 (N-butylaniline), C([O-])([O-])=O.[K+].[K+] (potassium carbonate), ClCC(=C)C (3-chloro-2-methylpropene), CN(C)C=O (DMF). Run in C1(=CC=CC=C1)C (toluene). Conditions: temperature 90 celsius, time 8 hour. Yields the product C(CCC)N(C1=CC=CC=C1)CC(=C)C (N-butyl-N-(2-methylprop-2-eneyl)aniline). RXN SMILES: [CH2:1]([NH:5][C:6]1[CH:11]=[CH:10][CH:9]=[CH:8][CH:7]=1)[CH2:2][CH2:3][CH3:4].C(=O)([O-])[O-].[K+].[K+].Cl[CH2:19][C:20]([CH3:22])=[CH2:21].CN(C=O)C>C1(C)C=CC=CC=1>[CH2:1]([N:5]([CH2:21][C:20]([CH3:22])=[CH2:19])[C:6]1[CH:11]=[CH:10][CH:9]=[CH:8][CH:7]=1)[CH2:2][CH2:3][CH3:4] |f:1.2.3|. Reported procedure: A mixture of N-butylaniline (12.35 parts), anhydrous potassium carbonate (17.1 parts), 3-chloro-2-methylpropene (11.24 parts) and DMF (20 parts) was stirred at 90° C. for 8 hours. The cooled mixture was poured into toluene, washed with water (×2), 1N hydrochloric acid (30 parts) and water (×2). The dried organic phase was evaporated to leave N-butyl-N-(2-methylprop-2-eneyl)aniline (14.3 parts). Reactants: CCCCCCCCOC(=O)C(C)C(C)(C)C(=O)O, O=S(Cl)Cl. Product: CCCCCCCCOC(=O)C(C)C(C)(C)C(=O)O, [Cl-]. RXN SMILES: [CH2:1]([CH2:2][CH2:3][CH2:4][CH2:5][CH2:6][CH2:7][CH3:8])[O:9][C:10](=[O:11])[CH:12]([C:13]([C:14](=[O:15])[OH:16])([CH3:17])[CH3:18])[CH3:19].[S:20]([Cl:21])([Cl:22])=[O:23]>>[CH2:1]([CH2:2][CH2:3][CH2:4][CH2:5][CH2:6][CH2:7][CH3:8])[O:9][C:10](=[O:11])[CH:12]([C:13]([C:14](=[O:15])[OH:16])([CH3:17])[CH3:18])[CH3:19].[Cl-:22]. As a reaction SMILES: [CH2:1]([CH:4]1[CH2:9][CH2:8][CH:7](O)[CH2:6][CH2:5]1)[CH2:2][CH3:3].P(Br)(Br)[Br:12]>>[CH2:1]([CH:4]1[CH2:9][CH2:8][CH:7]([Br:12])[CH2:6][CH2:5]1)[CH2:2][CH3:3]. Yield: 176.0%. Procedure: 142 g (1.0 mol) of 4-propylcyclohexanol (trans-cis form mixture) was given drop addition of 136 g (0.5 mol) of PBr3 while stirring at room temperature, and heated to about 80° C. The reactant was stirred for 1 hour on a 70° C. hot water bath, then cooled to room temperature and poured into ice water to decompose the excess PBr3. The oily layer was taken off, and the water layer was extracted with chloroform, combined with the oily layer and washed with water. The chloroform was removed, and the ... The product is C(CC)C1CCC(CC1)Br (4-propylbromocyclohexane). Starting materials: C(CC)C1CCC(CC1)O (4-propylcyclohexanol), P(Br)(Br)Br (PBr3), P(Br)(Br)Br (PBr3), ice water. The reactants are C1COCCOCCOCCOCCOCCO1 (18-crown-6), C1=NC=CC2=CC=CC=C12 (isoquinoline), [F-].[K+] (KF), ClC1=CC=C(C=O)C=C1 (4-chlorobenzaldehyde), FC(S(=O)(=O)OC1=C(C=CC=C1)[Si](C)(C)C)(F)F (2-(trimethylsilyl)phenyl trifluoro-methane sulfonate), Pet. ether EtOAc. Run in C1CCOC1 (THF). The product is ClC1=CC=C(C=C1)C1C2=C(N3C(C4=CC=CC=C4C=C3)O1)C=CC=C2 (6-(4-chlorophenyl)-4bH,6H-benzo[4,5][1,3]oxazino[2,3-a]isoquinoline). The yield is 81.0%. Reported procedure: Following the general procedure, treatment of isoquinoline (0.064 g, 59 μL, 0.50 mmol) and 4-chlorobenzaldehyde (0.105 g, 0.75 mmol) with 2-(trimethylsilyl)phenyl trifluoro-methane sulfonate (0.179 g, 146 μL, 0.60 mmol) in the presence of KF (0.070 g, 1.2 mmol) and 18-crown-6 (0.317 g, 1.2 mmol) in THF (2.0 mL) at −10° C. to room temperature for 12 hrs followed by flash column chromatography (Pet. ether/EtOAc=93/07) of the crude reaction mixture afforded 6-(4-chlorophenyl)-4bH,6H-benzo[4,5][1,3]... As a reaction SMILES: [CH:1]1[C:10]2[C:5](=[CH:6][CH:7]=[CH:8][CH:9]=2)[CH:4]=[CH:3][N:2]=1.[Cl:11][C:12]1[CH:19]=[CH:18][C:15]([CH:16]=[O:17])=[CH:14][CH:13]=1.FC(F)(F)S(O[C:26]1[CH:31]=[CH:30][CH:29]=[CH:28][C:27]=1[Si](C)(C)C)(=O)=O.[F-].[K+].C1OCCOCCOCCOCCOCCOC1>C1COCC1>[Cl:11][C:12]1[CH:19]=[CH:18][C:15]([CH:16]2[O:17][CH:1]3[C:10]4[C:5]([CH:4]=[CH:3][N:2]3[C:27]3[CH:28]=[CH:29][CH:30]=[CH:31][C:26]2=3)=[CH:6][CH:7]=[CH:8][CH:9]=4)=[CH:14][CH:13]=1 |f:3.4|. The reactants are O1CCC(CC1)=O (tetrahydropyran-4-one), NC1CCN(CC1)CC1=CC=CC=C1 (4-amino-1-benzylpiperidine), C(=O)([O-])[O-].[Na+].[Na+] (Na2CO3), [BH-](OC(=O)C)(OC(=O)C)OC(=O)C.[Na+] (NaBH(OAc)3). Run in ClCCCl (1,2-dichloroethane), CCOC(=O)C (EtOAc), ClCCCl (1,2-dichloroethane). Conditions: time 10 minute. Yields the product C(C1=CC=CC=C1)N1CCC(CC1)NC1CCOCC1 (1-Benzyl-N-(tetrahydro-2H-pyran-4-yl)piperidin-4-amine). The yield is 85.4%. Reaction SMILES: [NH2:1][CH:2]1[CH2:7][CH2:6][N:5]([CH2:8][C:9]2[CH:14]=[CH:13][CH:12]=[CH:11][CH:10]=2)[CH2:4][CH2:3]1.[O:15]1[CH2:20][CH2:19][C:18](=O)[CH2:17][CH2:16]1.[BH-](OC(C)=O)(OC(C)=O)OC(C)=O.[Na+].C([O-])([O-])=O.[Na+].[Na+]>ClCCCl.CCOC(C)=O>[CH2:8]([N:5]1[CH2:6][CH2:7][CH:2]([NH:1][CH:18]2[CH2:19][CH2:20][O:15][CH2:16][CH2:17]2)[CH2:3][CH2:4]1)[C:9]1[CH:14]=[CH:13][CH:12]=[CH:11][CH:10]=1 |f:2.3,4.5.6|. Procedure details: 19 g of 4-amino-1-benzylpiperidine are placed in 50 ml of 1,2-dichloroethane under dry nitrogen and 10 g of tetrahydropyran-4-one in 20 ml of 1,2-dichloroethane are added; after stirring for 10 minutes, 29.6 g of NaBH(OAc)3 are added and the mixture is then stirred for one day. 10% Na2CO3 solution and EtOAc are added to the reaction medium and the phases are then separated by settling. The organic phase is washed with 10% Na2CO3 solution and then with saturated NaCl solution, and then dried over...